This data is from the Open Reaction Database (ORD), a public repository of structured organic reaction records. The task is: describe an organic reaction: reactants, conditions, products, and yield Starting materials: P(=O)([O-])([O-])[O-].[K+].[K+].[K+] (potassium phosphate), CN([C@@H]1[C@H](CCCC1)N)C ((1S,2S)-(+)-N,N-dimethylcyclohexane-1,2-diamine), BrC1=CC=C(S1)C(=O)OCC (ethyl 5-bromothiophene-2-carboxylate), C1(=CC=CC=C1)C1=NNC2=CC=CC=C12 (3-phenyl-1H-indazole). The reagents and catalysts are [Cu](I)I (copper iodide). The solvent is CN(C(C)=O)C (N,N-dimethylacetamide), O (water). Product: CC=1C(=NN(C1C1=CC=CC=C1)C1=CC=C(S1)C(=O)OCC)C1=CC=CC=C1 (Ethyl 5-(4-methyl-3,5-diphenyl-1H-pyrazol-1-yl)thiophene-2-carboxylate). Yield: 366.1%. RXN SMILES: [C:1]1([C:7]2[C:15]3[C:10](=[CH:11][CH:12]=[CH:13][CH:14]=3)[NH:9][N:8]=2)[CH:6]=[CH:5][CH:4]=[CH:3][CH:2]=1.P([O-])([O-])([O-])=O.[K+].[K+].[K+].CN(C)[C@H:26]1[CH2:31]CCC[C@@H:27]1N.Br[C:35]1[S:39][C:38]([C:40]([O:42][CH2:43][CH3:44])=[O:41])=[CH:37][CH:36]=1>CN(C)C(=O)C.[Cu](I)I.O>[CH3:14][C:15]1[C:7]([C:1]2[CH:2]=[CH:3][CH:4]=[CH:5][CH:6]=2)=[N:8][N:9]([C:35]2[S:39][C:38]([C:40]([O:42][CH2:43][CH3:44])=[O:41])=[CH:37][CH:36]=2)[C:10]=1[C:11]1[CH:12]=[CH:13][CH:31]=[CH:26][CH:27]=1 |f:1.2.3.4|. Procedure: To a solution of 3-phenyl-1H-indazole (50 mg) synthesized according to the literature (T. Edward C., et al., Tetrahedron, 1991, 47, 9599-9620) in N,N-dimethylacetamide (500 μL, manufactured by Kanto Chemical Co., Inc.), potassium phosphate (85 mg, manufactured by Wako Pure Chemical Industries, Ltd.), (1S,2S)-(+)-N,N-dimethylcyclohexane-1,2-diamine (5 mg, manufactured by Tokyo Chemical Industry Co., Ltd.), copper iodide (4 mg, manufactured by Kanto Chemical Co., Inc.), and ethyl 5-bromothiophene-... As a reaction SMILES: [CH3:1][NH:2][C:3](=[O:22])/[C:4](/[C:8]1[CH:13]=[CH:12][CH:11]=[CH:10][C:9]=1[O:14][C:15]1[CH:20]=[CH:19][CH:18]=[C:17]([OH:21])[CH:16]=1)=[N:5]/[O:6][CH3:7].[H-].[Na+].Cl[C:26]1[S:27][C:28]2[CH:34]=[CH:33][CH:32]=[CH:31][C:29]=2[N:30]=1>CN(C=O)C.O>[CH3:1][NH:2][C:3](=[O:22])/[C:4](/[C:8]1[CH:13]=[CH:12][CH:11]=[CH:10][C:9]=1[O:14][C:15]1[CH:20]=[CH:19][CH:18]=[C:17]([O:21][C:26]2[S:27][C:28]3[CH:34]=[CH:33][CH:32]=[CH:31][C:29]=3[N:30]=2)[CH:16]=1)=[N:5]/[O:6][CH3:7] |f:1.2|. Isolated yield 89.1%. Procedure details: To a solution of (E)-N-methyl-2-[2-(3-hydroxyphenoxy)phenyl]-2-methoxyiminoacetamide (0.21 g) in DMF (3 ml), sodium hydride (34 mg) and 2-chloro-1,3-benzothiazole (0.18 g) were added, and the resultant mixture was stirred at 60° C. for 1 hour. The reaction mixture was cooled to room temperature, diluted with water and extracted with ether. The solvent was dried and the residue was purified by silica gel column chromatography to give 0.27 g of the objective compound. Reactants: CNC(/C(=N/OC)/C1=C(C=CC=C1)OC1=CC(=CC=C1)O)=O ((E)-N-methyl-2-[2-(3-hydroxyphenoxy)phenyl]-2-methoxyiminoacetamide), [H-].[Na+] (sodium hydride), ClC=1SC2=C(N1)C=CC=C2 (2-chloro-1,3-benzothiazole), resultant mixture. Run in CN(C)C=O (DMF), O (water). Yields the product CNC(/C(=N/OC)/C1=C(C=CC=C1)OC1=CC(=CC=C1)OC=1SC2=C(N1)C=CC=C2)=O ((E)-N-methyl-2{-2-[3-(1,3-benzothiazol-2-yloxy)phenoxy]phenyl}-2-methoxyiminoacetamide). The reactants are C1(CCCCC1)COC1=CC(=NC=C1)C(CC#N)=O (3-(4-(cyclohexylmethoxy)pyridin-2-yl)-3-oxopropanenitrile), BrC1=CC=CC(=N1)C(=O)O (6-bromopicolinic acid), B.CSC (borane dimethylsulfide), N.CO.C(Cl)Cl (NH3 MeOH CH2Cl2). The product is NCCC(O)C1=NC=CC(=C1)OCC1CCCCC1 (3-amino-1-(4-(cyclohexylmethoxy)pyridin-2-yl)propan-1-ol). RXN SMILES: [CH:1]1([CH2:7][O:8][C:9]2[CH:14]=[CH:13][N:12]=[C:11]([C:15](=[O:19])[CH2:16][C:17]#[N:18])[CH:10]=2)[CH2:6][CH2:5][CH2:4][CH2:3][CH2:2]1.B.CSC.N.CO.C(Cl)Cl.BrC1N=C(C(O)=O)C=CC=1>>[NH2:18][CH2:17][CH2:16][CH:15]([C:11]1[CH:10]=[C:9]([O:8][CH2:7][CH:1]2[CH2:6][CH2:5][CH2:4][CH2:3][CH2:2]2)[CH:14]=[CH:13][N:12]=1)[OH:19] |f:1.2,3.4.5|. Reported procedure: Reduction of 3-(4-(cyclohexylmethoxy)pyridin-2-yl)-3-oxopropanenitrile with borane-dimethylsulfide following the method used in Example 2 gave after flash chromatography purification (20%-30% 7N NH3/MeOH—CH2Cl2 gradient) Example 12 as a yellow oil. Yield (0.13 g, 43%); 1H NMR (400 MHz, DMSO-d6) δ 8.22 (d, J=4.5 Hz, 1H), 6.98 (d, J=2.3 Hz, 1H), 6.76 (dd, J=5.9, 2.8 Hz, 1H), 4.62-4.58 (m, 1H), 3.94 (d, J=5.8 Hz, 2H), 2.72-2.58 (m, 2H), 1.88-1.58 (m, 8H), 1.40-1.02 (m, 5H); RP-HPLC tR=5.91 min; ESI... Reactants: C(=O)(O)COCCCCC=1C(CCC1)=O (2-(6-carboxy-5-oxahexyl)-2-cyclopentenone), C1(=CC=C(C=C1)S(=O)(=O)O)C (p-toluenesulfonic acid). Run in C(C)O (ethanol). Yields the product C(=O)(OCC)COCCCCC=1C(CCC1)=O (2-(6-carbethoxy-5-oxahexyl)-2-cyclopentenone). As a reaction SMILES: [C:1]([CH2:4][O:5][CH2:6][CH2:7][CH2:8][CH2:9][C:10]1[C:11](=[O:15])[CH2:12][CH2:13][CH:14]=1)([OH:3])=[O:2].[C:16]1(C)C=CC(S(O)(=O)=O)=C[CH:17]=1>C(O)C>[C:1]([CH2:4][O:5][CH2:6][CH2:7][CH2:8][CH2:9][C:10]1[C:11](=[O:15])[CH2:12][CH2:13][CH:14]=1)([O:3][CH2:16][CH3:17])=[O:2]. Procedure: In the manner described in Example 23, treatment of 2-(6-carboxy-5-oxahexyl)-2-cyclopentenone with p-toluenesulfonic acid in ethanol produces the subject product as a light yellow oil. The reactants are COc1ccc(CN2C(=O)CN(Cc3ccc(C(=O)OCc4ccc(S(C)(=O)=O)cc4)cc3)S2(=O)=O)c(OC)c1, ClCCl. Product: CS(=O)(=O)c1ccc(COC(=O)c2ccc(CN3CC(=O)NS3(=O)=O)cc2)cc1. Reaction SMILES: [CH3:1][S:2](=[O:3])(=[O:4])[c:5]1[cH:6][cH:7][c:8]([CH2:9][O:10][C:11]([c:12]2[cH:13][cH:14][c:15]([CH2:18][N:19]3[S:20](=[O:36])(=[O:37])[N:21]([CH2:25][c:26]4[cH:27][cH:28][c:29]([O:30][CH3:31])[cH:32][c:33]4[O:34][CH3:35])[C:22](=[O:24])[CH2:23]3)[cH:16][cH:17]2)=[O:38])[cH:39][cH:40]1.[Cl:41][CH2:42][Cl:43]>>[CH3:1][S:2](=[O:3])(=[O:4])[c:5]1[cH:6][cH:7][c:8]([CH2:9][O:10][C:11]([c:12]2[cH:13][cH:14][c:15]([CH2:18][N:19]3[S:20](=[O:36])(=[O:37])[NH:21][C:22](=[O:24])[CH2:23]3)[cH:16][cH:17]2)=[O:38])[cH:39][cH:40]1. Reactants: CCS(=O)(=O)Nc1ccc(-c2ccc(C#N)cc2)cc1, O=C([O-])[O-], CCOC(C)=O, Cl, [Cs+], [Cs+], CN(C)C=O, O, ClCc1cccnc1. Yields the product CCS(=O)(=O)N(Cc1cccnc1)c1ccc(-c2ccc(C#N)cc2)cc1. RXN SMILES: [C:1](#[N:2])[c:3]1[cH:4][cH:5][c:6](-[c:9]2[cH:10][cH:11][c:12]([NH:15][S:16](=[O:17])(=[O:18])[CH2:19][CH3:20])[cH:13][cH:14]2)[cH:7][cH:8]1.[C:30](=[O:31])([O-:32])[O-:33].[CH3:41][CH2:42][O:43][C:44](=[O:45])[CH3:46].[ClH:21].[Cs+:34].[Cs+:35].[O:36]=[CH:37][N:38]([CH3:39])[CH3:40].[OH2:47].[cH:22]1[c:23]([CH2:28][Cl:29])[cH:24][cH:25][cH:26][n:27]1>>[C:1](#[N:2])[c:3]1[cH:4][cH:5][c:6](-[c:9]2[cH:10][cH:11][c:12]([N:15]([S:16](=[O:17])(=[O:18])[CH2:19][CH3:20])[CH2:28][c:23]3[cH:22][n:27][cH:26][cH:25][cH:24]3)[cH:13][cH:14]2)[cH:7][cH:8]1. The reactants are C1CCOC1, Cc1ccc(O)cc1, CCOC(=O)N=NC(=O)OCC, COC1=C(OC)C(=O)C2=C(CCC(CCO)CC2)C1=O, c1ccc(P(c2ccccc2)c2ccccc2)cc1. The product is COC1=C(OC)C(=O)C2=C(CCC(CCOc3ccc(C)cc3)CC2)C1=O. As a reaction SMILES: [CH2:60]1[O:61][CH2:62][CH2:63][CH2:64]1.[CH3:21][c:22]1[cH:23][cH:24][c:25]([OH:26])[cH:27][cH:28]1.[O:48]=[C:49]([O:50][CH2:51][CH3:52])[N:53]=[N:54][C:55]([O:56][CH2:57][CH3:58])=[O:59].[OH:1][CH2:2][CH2:3][CH:4]1[CH2:5][CH2:6][C:7]2=[C:8]([CH2:9][CH2:10]1)[C:11](=[O:20])[C:12]([O:18][CH3:19])=[C:13]([O:16][CH3:17])[C:14]2=[O:15].[c:29]1([P:30]([c:31]2[cH:32][cH:33][cH:34][cH:35][cH:36]2)[c:37]2[cH:38][cH:39][cH:40][cH:41][cH:42]2)[cH:43][cH:44][cH:45][cH:46][cH:47]1>>[O:1]([CH2:2][CH2:3][CH:4]1[CH2:5][CH2:6][C:7]2=[C:8]([CH2:9][CH2:10]1)[C:11](=[O:20])[C:12]([O:18][CH3:19])=[C:13]([O:16][CH3:17])[C:14]2=[O:15])[c:25]1[cH:24][cH:23][c:22]([CH3:21])[cH:28][cH:27]1.